This data is from the Open Reaction Database (ORD), a public repository of structured organic reaction records. The task is: describe an organic reaction: reactants, conditions, products, and yield Reactants: CC#CCn1c(-c2ccncc2)nc2cnn(C)c(=O)c21, COc1ccc(CCl)cc1, CN(C)C=O, CC(C)=O, CCOCC. Yields the product CC#CCn1c(-c2cc[n+](Cc3ccc(OC)cc3)cc2)nc2cnn(C)c(=O)c21, [Cl-]. As a reaction SMILES: [CH2:1]([C:2]#[C:3][CH3:4])[n:5]1[c:6](-[c:16]2[cH:17][cH:18][n:19][cH:20][cH:21]2)[n:7][c:8]2[cH:9][n:10][n:11]([CH3:15])[c:12](=[O:14])[c:13]12.[CH3:22][O:23][c:24]1[cH:25][cH:26][c:27]([CH2:28][Cl:29])[cH:30][cH:31]1.[CH3:32][N:33]([CH3:34])[CH:35]=[O:36].[CH3:37][C:38](=[O:39])[CH3:40].[CH3:41][CH2:42][O:43][CH2:44][CH3:45]>>[CH2:1]([C:2]#[C:3][CH3:4])[n:5]1[c:6](-[c:16]2[cH:17][cH:18][n+:19]([CH2:28][c:27]3[cH:26][cH:25][c:24]([O:23][CH3:22])[cH:31][cH:30]3)[cH:20][cH:21]2)[n:7][c:8]2[cH:9][n:10][n:11]([CH3:15])[c:12](=[O:14])[c:13]12.[Cl-:29]. Starting materials: title compounds, BrC1=C(C=C(C=C1)NN)F ((4-bromo-3-fluoro-phenyl)-hydrazine), O=C1CCC(CC1)NC(C(C)C)=O (N-(4-oxo-cyclohexyl)-isobutyramide). Product: BrC=1C=C2C=3CC(CCC3NC2=CC1F)NC(C(C)C)=O (N-(6-Bromo-7-fluoro-2,3,4,9-tetrahydro-1H-carbazol-3-yl)-isobutyramide). RXN SMILES: [Br:1][C:2]1[CH:7]=[CH:6][C:5]([NH:8]N)=[CH:4][C:3]=1[F:10].O=[C:12]1[CH2:17][CH2:16][CH:15]([NH:18][C:19](=[O:23])[CH:20]([CH3:22])[CH3:21])[CH2:14][CH2:13]1>>[Br:1][C:2]1[CH:7]=[C:6]2[C:5](=[CH:4][C:3]=1[F:10])[NH:8][C:12]1[CH2:17][CH2:16][CH:15]([NH:18][C:19](=[O:23])[CH:20]([CH3:21])[CH3:22])[CH2:14][C:13]2=1. Reported procedure: Prepare the title compounds by essentially following the procedure as described in Preparation 4 (Method 2) with (4-bromo-3-fluoro-phenyl)-hydrazine (Preparation 12) and N-(4-oxo-cyclohexyl)-isobutyramide, to obtain a tan solid containing a 65:35 mixture of isomers in 20% overall yield. MS (ES): m/z 353, 355 (M+H), 351, 353 (M−H); HPLC (Method A): Rt=2.22 min, (95%). Starting materials: N1C(CCC1)=O (2-pyrrolidinone), P(=O)(Cl)(Cl)Cl (phosphorus oxychloride), C1(CC1)C1=C(N)C=CC=C1 (2-cyclopropylaniline). The solvent is ClCCCl (1,2-dichloroethane). Run at temperature 60 celsius. Product: Cl.C1(CC1)C1=C(C=CC=C1)NC=1CCCN1 (N-(2-Cyclopropylphenyl)-3,4-dihydro-2H-pyrrol-5-amine hydrochloride). Reaction SMILES: [NH:1]1[CH2:5][CH2:4][CH2:3][C:2]1=O.P(Cl)(Cl)([Cl:9])=O.[CH:12]1([C:15]2[CH:21]=[CH:20][CH:19]=[CH:18][C:16]=2[NH2:17])[CH2:14][CH2:13]1>ClCCCl>[ClH:9].[CH:12]1([C:15]2[CH:21]=[CH:20][CH:19]=[CH:18][C:16]=2[NH:17][C:2]2[CH2:3][CH2:4][CH2:5][N:1]=2)[CH2:14][CH2:13]1 |f:4.5|. Reported procedure: 5 mmol (425 mg) of 2-pyrrolidinone and 5 mmol (766 mg) of phosphorus oxychloride are added to a solution of 5 mmol (666 mg) of 2-cyclopropylaniline in 30 ml of 1,2-dichloroethane. The whole is heated at 60° C. for 3.5 hours. After evaporation of the solvent, the residue is taken up in water, rendered alkaline with the aid of sodium carbonate, and extracted twice with 100 ml of ether. The organic phase is then dried, concentrated and purified by chromatography on silica gel to yield the expected ... Starting materials: [Br-], CCC(Cc1cccc(OC)c1)OS(C)(=O)=O, CC(C)=O, [Li+]. Product: CCC(Br)Cc1cccc(OC)c1. RXN SMILES: [Br-:18].[CH3:1][S:2]([O:3][CH:6]([CH2:7][CH3:8])[CH2:9][c:10]1[cH:11][c:12]([O:16][CH3:17])[cH:13][cH:14][cH:15]1)(=[O:4])=[O:5].[CH3:20][C:21](=[O:22])[CH3:23].[Li+:19]>>[CH:6]([CH2:7][CH3:8])([CH2:9][c:10]1[cH:11][c:12]([O:16][CH3:17])[cH:13][cH:14][cH:15]1)[Br:18]. The reactants are CC=1N(C2=C(C(=NC=3C=CC=CC23)N)N1)CC(C)(OCCS(=O)(=O)C)C (2-methyl-1-{2-methyl-2-[2-(methylsulfonyl)ethoxy]propyl}-1H-imidazo[4,5-c]quinolin-4-amine), [H][H] (hydrogen), [OH-].[Na+] (sodium hydroxide). The reagents and catalysts are [Pt](=O)=O (platinum(IV) oxide). The solvent is FC(C(=O)O)(F)F (trifluoroacetic acid), O (water). Yields the product CC=1N(C2=C(C(=NC=3CCCCC23)N)N1)CC(C)(OCCS(=O)(=O)C)C (2-methyl-1-{2-methyl-2-[2-(methylsulfonyl)ethoxy]propyl}-6,7,8,9-tetrahydro-1H-imidazo[4,5-c]quinolin-4-amine). The yield is 64.0%. Reaction SMILES: [CH3:1][C:2]1[N:3]([CH2:16][C:17]([CH3:26])([O:19][CH2:20][CH2:21][S:22]([CH3:25])(=[O:24])=[O:23])[CH3:18])[C:4]2[C:13]3[CH:12]=[CH:11][CH:10]=[CH:9][C:8]=3[N:7]=[C:6]([NH2:14])[C:5]=2[N:15]=1.[H][H].[OH-].[Na+]>FC(F)(F)C(O)=O.O.[Pt](=O)=O>[CH3:1][C:2]1[N:3]([CH2:16][C:17]([CH3:26])([O:19][CH2:20][CH2:21][S:22]([CH3:25])(=[O:24])=[O:23])[CH3:18])[C:4]2[C:13]3[CH2:12][CH2:11][CH2:10][CH2:9][C:8]=3[N:7]=[C:6]([NH2:14])[C:5]=2[N:15]=1 |f:2.3|. Procedure details: A mixture of 2-methyl-1-{2-methyl-2-[2-(methylsulfonyl)ethoxy]propyl}-1H-imidazo[4,5-c]quinolin-4-amine (prepared as described in Example 21, 1.70 g, 4.52 mmol) and platinum(IV) oxide (1.0 g) in trifluoroacetic acid (23 mL) was hydrogenated on a Parr apparatus at 50 psi (3.5×105 Pa) hydrogen pressure for 20 hours. The mixture was filtered through CELITE filter agent, which was washed afterwards with dichloromethane. The filtrate was concentrated under reduced pressure to afford an oil that was s... Starting materials: COCCOC1=CC=C2C(=C(NC2=C1)C(=O)OC)C(C1=C(C(=CC=C1)[N+](=O)[O-])C)=O (methyl 6-(2-methoxyethoxy)-3-(2-methyl-3-nitrobenzoyl)-1H-indole-2-carboxylate), O.NN (hydrazine hydrate). Run in C(C)O (ethanol). Product: COCCOC=1C=CC=2C3=C(NC2C1)C(NN=C3C3=C(C(=CC=C3)[N+](=O)[O-])C)=O (7-(2-Methoxyethoxy)-1-(2-methyl-3-nitrophenyl)-3H-pyridazino[4,5-b]indol-4(5H)-one). Isolated yield 50.5%. Reaction SMILES: [CH3:1][O:2][CH2:3][CH2:4][O:5][C:6]1[CH:14]=[C:13]2[C:9]([C:10]([C:19](=O)[C:20]3[CH:25]=[CH:24][CH:23]=[C:22]([N+:26]([O-:28])=[O:27])[C:21]=3[CH3:29])=[C:11]([C:15]([O:17]C)=O)[NH:12]2)=[CH:8][CH:7]=1.O.[NH2:32][NH2:33]>C(O)C>[CH3:1][O:2][CH2:3][CH2:4][O:5][C:6]1[CH:7]=[CH:8][C:9]2[C:10]3[C:19]([C:20]4[CH:25]=[CH:24][CH:23]=[C:22]([N+:26]([O-:28])=[O:27])[C:21]=4[CH3:29])=[N:33][NH:32][C:15](=[O:17])[C:11]=3[NH:12][C:13]=2[CH:14]=1 |f:1.2|. Procedure details: A yellow, homogeneous solution of methyl 6-(2-methoxyethoxy)-3-(2-methyl-3-nitrobenzoyl)-1H-indole-2-carboxylate (1.546 g, 3.75 mmol) and hydrazine hydrate (0.982 mL, 13.13 mmol) in ethanol (55.1 mL) under nitrogen was refluxed overnight. The reaction was cooled to room temperature and concentrated in vacuo. It was dissolved in EtOAc (150 mL) and washed with water (40 mL) and brine (40 mL), dried over MgSO4, and concentrated in vacuo to give a residue which was purified by flash chromatography u...